From a dataset of the Open Reaction Database (ORD), a public repository of structured organic reaction records. describe an organic reaction: reactants, conditions, products, and yield The reactants are [H-].[Na+] (NaH), NC1=C(C=NN1C1=CC=CC=C1)C(=O)OCC (Ethyl 5-amino-1-phenyl-1H-pyrazole-4-carboxylate), BrCCCOC (1-Bromo-3-methoxypropane). Solvent: CN(C)C=O (DMF). Conditions: time 30 minute. Yields the product COCCCNC1=C(C=NN1C1=CC=CC=C1)C(=O)OCC (ethyl 5-[(3-methoxypropyl)amino]-1-phenyl-1H-pyrazole-4-carboxylate). Yield: 66.9%. Reaction SMILES: [NH2:1][C:2]1[N:6]([C:7]2[CH:12]=[CH:11][CH:10]=[CH:9][CH:8]=2)[N:5]=[CH:4][C:3]=1[C:13]([O:15][CH2:16][CH3:17])=[O:14].[H-].[Na+].Br[CH2:21][CH2:22][CH2:23][O:24][CH3:25]>CN(C=O)C>[CH3:25][O:24][CH2:23][CH2:22][CH2:21][NH:1][C:2]1[N:6]([C:7]2[CH:12]=[CH:11][CH:10]=[CH:9][CH:8]=2)[N:5]=[CH:4][C:3]=1[C:13]([O:15][CH2:16][CH3:17])=[O:14] |f:1.2|. Procedure details: Ethyl 5-amino-1-phenyl-1H-pyrazole-4-carboxylate (1.26 g) was dissolved in DMF (10 ml), NaH (0.25 g) was added under ice-cooling, and the mixture was stirred at room temperature for 30 min. 1-Bromo-3-methoxypropane (0.83 g) was added to the reaction mixture under ice-cooling, and the mixture was stirred at 60° C. for 1 hr. The reaction mixture was concentrated, and the residue was subjected to silica gel column chromatography, and the fraction eluted with ethyl acetate-hexane (0:10-4:6) was conc... Reactants: COC(CCCC1=CC=C(C=C1)N1C2(CCC2)C(N(C1=S)C1=CC(=C(C=C1)C#N)C(F)(F)F)=O)=O (4-{4-[7-(4-cyano-3-trifluoromethylphenyl)-8-oxo-6-thioxo-5,7-diazaspiro[3.4]oct-5-yl]-phenyl}-butyric acid methyl ester), CCCCCC (hexane). The solvent is ClCCl (dichloromethane), [H-].C(C(C)C)[Al+]CC(C)C (diisobutylaluminum hydride). Reaction conditions: temperature 21 celsius, time 30 minute. Product: O=C1N(C(N(C12CCC2)C2=CC=C(C=C2)CCCC=O)=S)C2=CC(=C(C#N)C=C2)C(F)(F)F (4-(8-Oxo-5-(4-(4-oxobutyl)phenyl)-6-thioxo-5,7-diazaspiro[3.4]octan-7-yl)-2-(trifluoromethyl)benzonitrile). RXN SMILES: C[O:2][C:3](=O)[CH2:4][CH2:5][CH2:6][C:7]1[CH:12]=[CH:11][C:10]([N:13]2[C:20](=[S:21])[N:19]([C:22]3[CH:27]=[CH:26][C:25]([C:28]#[N:29])=[C:24]([C:30]([F:33])([F:32])[F:31])[CH:23]=3)[C:18](=[O:34])[C:14]32[CH2:17][CH2:16][CH2:15]3)=[CH:9][CH:8]=1.CCCCCC>ClCCl.[H-].C([Al+]CC(C)C)C(C)C>[O:34]=[C:18]1[C:14]2([CH2:17][CH2:16][CH2:15]2)[N:13]([C:10]2[CH:9]=[CH:8][C:7]([CH2:6][CH2:5][CH2:4][CH:3]=[O:2])=[CH:12][CH:11]=2)[C:20](=[S:21])[N:19]1[C:22]1[CH:27]=[CH:26][C:25]([C:28]#[N:29])=[C:24]([C:30]([F:33])([F:32])[F:31])[CH:23]=1 |f:3.4|. Procedure: To a stirred solution of 4-{4-[7-(4-cyano-3-trifluoromethylphenyl)-8-oxo-6-thioxo-5,7-diazaspiro[3.4]oct-5-yl]-phenyl}-butyric acid methyl ester (67) [ND-4] (61 mg, 0.12 mmol) in dichloromethane (5 mL), 1M diisobutylaluminum hydride (DIBAL) solution in hexane (0.16 mL, 0.16 mmol) was added at −78° C. After 30 min, the reaction mixture was quenched with saturated Rochelle's salt solution. The resulting mixture was stirred at 21° C. until both phases were clearly separated and the organic layer wa... The reactants are [N+](=O)([O-])OCCCC(=O)OCC(C(=O)OC(C)(C)C)NC(=O)OCC1C2=CC=CC=C2C=2C=CC=CC12 (2-(((9H-fluoren-9-yl)methoxy)carbonylamino)-3-tert-butoxy-3-oxopropyl 4-(nitrooxy)butanoate), N1CCCCC1 (piperidine). Solvent: CC#N (CH3CN). Run at time 25 minute. Yields the product [N+](=O)([O-])OCCCC(=O)OCC(C(=O)OC(C)(C)C)N (2-Amino-3-tert-butoxy-3-oxopropyl 4-(nitrooxy)butanoate). Isolated yield 69.8%. As a reaction SMILES: [N+:1]([O:4][CH2:5][CH2:6][CH2:7][C:8]([O:10][CH2:11][CH:12]([NH:20]C(OCC1C2C=CC=CC=2C2C1=CC=CC=2)=O)[C:13]([O:15][C:16]([CH3:19])([CH3:18])[CH3:17])=[O:14])=[O:9])([O-:3])=[O:2].N1CCCCC1>CC#N>[N+:1]([O:4][CH2:5][CH2:6][CH2:7][C:8]([O:10][CH2:11][CH:12]([NH2:20])[C:13]([O:15][C:16]([CH3:18])([CH3:17])[CH3:19])=[O:14])=[O:9])([O-:3])=[O:2]. Procedure: To a solution of 2-(((9H-fluoren-9-yl)methoxy)carbonylamino)-3-tert-butoxy-3-oxopropyl 4-(nitrooxy)butanoate 1.26 g, 2.45 mmol) in CH3CN (15 ml), piperidine (1.21 ml, 12.2 mmol) was added in the dark, the reaction was stirred at room temperature for 25 min. Then the mixture was concentrated to a small volume and diluted with EtOAc (80 ml) and washed with 5% aqueous NaHPO4. The organic layer was dried over sodium sulphate and concentrated under reduced pressure. The residue was purified by flash ... Reactants: C(C)OC(=O)[C@H]1[C@@H](C[C@H](C1)OS(=O)(=O)C)C(=O)N1CC(C1)(F)F ((1R,2R,4R)-2-(3,3-Difluoro-azetidine-1-carbonyl)-4-methanesulfonyloxy-cyclopentanecarboxylic acid ethyl ester), FC1=CC(=C(C=C1)S)C(F)(F)F (4-fluoro-2-trifluoromethyl-benzenethiol), FC1=CC(=C(C=C1)S)C(F)(F)F (4-fluoro-2-trifluoromethyl-benzenethiol). Product: C(C)OC(=O)[C@H]1[C@@H](C[C@@H](C1)SC1=C(C=C(C=C1)F)C(F)(F)F)C(=O)N1CC(C1)(F)F ((1R,2R,4S)-2-(3,3-Difluoro-azetidine-1-carbonyl)-4-(4-fluoro-2-trifluoromethyl-phenylsulfanyl)-cyclopentanecarboxylic acid ethyl ester). RXN SMILES: [CH2:1]([O:3][C:4]([C@@H:6]1[CH2:10][C@H:9](OS(C)(=O)=O)[CH2:8][C@H:7]1[C:16]([N:18]1[CH2:21][C:20]([F:23])([F:22])[CH2:19]1)=[O:17])=[O:5])[CH3:2].[F:24][C:25]1[CH:30]=[CH:29][C:28]([SH:31])=[C:27]([C:32]([F:35])([F:34])[F:33])[CH:26]=1>>[CH2:1]([O:3][C:4]([C@@H:6]1[CH2:10][C@@H:9]([S:31][C:28]2[CH:29]=[CH:30][C:25]([F:24])=[CH:26][C:27]=2[C:32]([F:35])([F:33])[F:34])[CH2:8][C@H:7]1[C:16]([N:18]1[CH2:19][C:20]([F:22])([F:23])[CH2:21]1)=[O:17])=[O:5])[CH3:2]. Procedure details: The title compound was prepared in analogy to Example 68/69, step 8, using (1R,2R,4R)-2-(3,3-Difluoro-azetidine-1-carbonyl)-4-methanesulfonyloxy-cyclopentanecarboxylic acid ethyl ester (Example 117, step 3) and 4-fluoro-2-trifluoromethyl-benzenethiol (Intermediate 2). Light yellow oil. MS (EI): 456.1 (M+H)+. Reported procedure: A mixture of 1-(6-chloronaphthalene-2-sulfonyl)-4-(2-(2-tert-butoxycarbonylamino-5-pyridyl)-4-methyl-thiazole-5-carbonyl)piperazine (180 mg) and trifluoroacetic acid (1.0 ml) was stirred at room temperature for 1 hour and concentrated. To the residue was added sodium hydrogen carbonate aqueous solution, and the mixture was extracted with ethyl acetate. The extract was washed with water, dried (MgSO4) and concentrated. The residue was crystallized from ethyl acetate to give solvate of the title c... The yield is 88.6%. Reaction SMILES: [Cl:1][C:2]1[CH:3]=[C:4]2[C:9](=[CH:10][CH:11]=1)[CH:8]=[C:7]([S:12]([N:15]1[CH2:20][CH2:19][N:18]([C:21]([C:23]3[S:27][C:26]([C:28]4[CH:29]=[CH:30][C:31]([NH:34]C(OC(C)(C)C)=O)=[N:32][CH:33]=4)=[N:25][C:24]=3[CH3:42])=[O:22])[CH2:17][CH2:16]1)(=[O:14])=[O:13])[CH:6]=[CH:5]2.FC(F)(F)C(O)=O>>[Cl:1][C:2]1[CH:3]=[C:4]2[C:9](=[CH:10][CH:11]=1)[CH:8]=[C:7]([S:12]([N:15]1[CH2:20][CH2:19][N:18]([C:21]([C:23]3[S:27][C:26]([C:28]4[CH:29]=[CH:30][C:31]([NH2:34])=[N:32][CH:33]=4)=[N:25][C:24]=3[CH3:42])=[O:22])[CH2:17][CH2:16]1)(=[O:13])=[O:14])[CH:6]=[CH:5]2. Reaction conditions: time 1 hour. Reactants: ClC=1C=C2C=CC(=CC2=CC1)S(=O)(=O)N1CCN(CC1)C(=O)C1=C(N=C(S1)C=1C=CC(=NC1)NC(=O)OC(C)(C)C)C (1-(6-chloronaphthalene-2-sulfonyl)-4-(2-(2-tert-butoxycarbonylamino-5-pyridyl)-4-methyl-thiazole-5-carbonyl)piperazine), FC(C(=O)O)(F)F (trifluoroacetic acid). The product is ClC=1C=C2C=CC(=CC2=CC1)S(=O)(=O)N1CCN(CC1)C(=O)C1=C(N=C(S1)C=1C=CC(=NC1)N)C (1-(6-Chloronaphthalene-2-sulfonyl)-4-[2-(2-amino-5-pyridyl)-4-methylthiazole-5-carbonyl)piperazine). Starting materials: O=Cc1ccc2c(c1)CCCC2, O=S(=O)=O. The product is O=Cc1cc2c(c(S(=O)(=O)O)c1)CCCC2. Reaction SMILES: [CH:1](=[O:2])[c:3]1[cH:4][c:5]2[c:10]([cH:11][cH:12]1)[CH2:9][CH2:8][CH2:7][CH2:6]2.[S:13](=[O:14])(=[O:15])=[O:16]>>[CH:1](=[O:2])[c:3]1[cH:4][c:5]2[c:10]([c:11]([S:13](=[O:14])(=[O:15])[OH:16])[cH:12]1)[CH2:9][CH2:8][CH2:7][CH2:6]2. Starting materials: O (water), C1(CCCC2=CC=CC=C12)=O (tetralone), C1(=CC=C(C=C1)S(=O)(=O)O)C (p-toluenesulfonic acid), CN1CCNCC1 (N-methylpiperazine). Solvent: C1(=CC=CC=C1)C (toluene). Conditions: time 2 hour. The product is CN1C(CNCC1)C=1CCC2=CC=CC(=C2C1)OC (3-(N-methylpiperazinyl)-5-methoxy-1,2-dihydronaphthalene). RXN SMILES: [C:1]1(=[O:11])[C:10]2[C:5](=[CH:6][CH:7]=[CH:8][CH:9]=2)[CH2:4][CH2:3][CH2:2]1.[CH3:12][N:13]1[CH2:18][CH2:17][NH:16][CH2:15][CH2:14]1.[C:19]1(C)C=CC(S(O)(=O)=O)=CC=1.O>C1(C)C=CC=CC=1>[CH3:12][N:13]1[CH2:18][CH2:17][NH:16][CH2:15][CH:14]1[C:8]1[CH2:7][CH2:6][C:5]2[C:10]([CH:9]=1)=[C:1]([O:11][CH3:19])[CH:2]=[CH:3][CH:4]=2. Procedure: The tetralone (10 g; 56.8 mmol) was dissolved in 200 ml of toluene. To the solution then were added 13.0 ml (0.117 mol) of N-methylpiperazine followed by 25.1 g (0.13 mol) of p-toluenesulfonic acid. The mixture was stirred at reflux with constant removal of water. After 2 hours, the mixture was cooled to room temperature, and the volatiles were removed in vacuo to give 3-(N-methylpiperazinyl)-5-methoxy-1,2-dihydronaphthalene as a reddish-orange sludge. Reactants: COCCOC, [I-], O=N[O-], COC(=O)c1ccc(-c2cc(OC)ccc2F)c(N)c1, [Na+], [Na+], O, O=S(=O)(O)O. Yields the product COC(=O)c1ccc(-c2cc(OC)ccc2F)c(I)c1. Reaction SMILES: [CH3:21][O:22][CH2:23][CH2:24][O:25][CH3:26].[I-:37].[N:32]([O-:33])=[O:34].[NH2:1][c:2]1[c:3](-[c:12]2[c:13]([F:20])[cH:14][cH:15][c:16]([O:18][CH3:19])[cH:17]2)[cH:4][cH:5][c:6]([C:8](=[O:9])[O:10][CH3:11])[cH:7]1.[Na+:35].[Na+:36].[OH2:38].[S:27](=[O:28])(=[O:29])([OH:30])[OH:31]>>[c:2]1([I:37])[c:3](-[c:12]2[c:13]([F:20])[cH:14][cH:15][c:16]([O:18][CH3:19])[cH:17]2)[cH:4][cH:5][c:6]([C:8](=[O:9])[O:10][CH3:11])[cH:7]1.